This data is from the Open Reaction Database (ORD), a public repository of structured organic reaction records. The task is: describe an organic reaction: reactants, conditions, products, and yield Reactants: O1C(=CC=C1)C(=O)N(C1=CC=C(OC)C=C1)C(C(=O)O)C (N-(2-furoyl)-2-(p-anisidino)propionic acid), C1(=CC=CC=C1)C(C)NCCCC(=O)OCC (ethyl 4-(1-phenylethylamino)butyrate), [OH-].[K+] (potassium hydroxide). Solvent: C(C)O (ethanol). Conditions: time 12 hour. Product: O1C(=CC=C1)C(=O)N(C1=CC=C(OC)C=C1)C(C(=O)N(CCCC(=O)O)C(C)C1=CC=CC=C1)C (N-[N-(2-furoyl)-2-(p-anisidino)propionyl]-4-(1-phenylethylamino)butyric acid). RXN SMILES: [O:1]1[CH:5]=[CH:4][CH:3]=[C:2]1[C:6]([N:8]([CH:17]([CH3:21])[C:18]([OH:20])=O)[C:9]1[CH:16]=[CH:15][C:12]([O:13][CH3:14])=[CH:11][CH:10]=1)=[O:7].[C:22]1([CH:28]([NH:30][CH2:31][CH2:32][CH2:33][C:34]([O:36]CC)=[O:35])[CH3:29])[CH:27]=[CH:26][CH:25]=[CH:24][CH:23]=1.[OH-].[K+]>C(O)C>[O:1]1[CH:5]=[CH:4][CH:3]=[C:2]1[C:6]([N:8]([CH:17]([CH3:21])[C:18]([N:30]([CH:28]([C:22]1[CH:27]=[CH:26][CH:25]=[CH:24][CH:23]=1)[CH3:29])[CH2:31][CH2:32][CH2:33][C:34]([OH:36])=[O:35])=[O:20])[C:9]1[CH:10]=[CH:11][C:12]([O:13][CH3:14])=[CH:15][CH:16]=1)=[O:7] |f:2.3|. Procedure: Analogously to Example 1, by using equivalent quantities, reacting N-(2-furoyl)-2-(p-anisidino)propionic acid and ethyl 4-(1-phenylethylamino)butyrate and suitable processing, dissolving the evaporation residue in ethanol, adding an ethanolic solution of potassium hydroxide, stirring for 12 hours at room temperature and further processing yields N-[N-(2-furoyl)-2-(p-anisidino)propionyl]-4-(1-phenylethylamino)butyric acid.